Dataset: the Open Reaction Database (ORD), a public repository of structured organic reaction records. Task: describe an organic reaction: reactants, conditions, products, and yield Reactants: BrC1=NC=CC=C1 (2-bromopyridine), C(CC#C)C=1SC2=C(N1)C(=CC=C2C)C (2-but-3-ynyl-4,7-dimethyl-benzo[d]thiazole). The product is CC1=CC=C(C2=C1N=C(S2)CCC#CC2=NC=CC=C2)C (4,7-Dimethyl-2-(4-(pyridin-2-yl)but-3-ynyl)benzo[d]thiazole), S1C=NC2=C1C=CC=C2 (benzo[d]thiazole). Reaction SMILES: Br[C:2]1[CH:7]=[CH:6][CH:5]=[CH:4][N:3]=1.[CH2:8]([C:12]1[S:13][C:14]2[C:20]([CH3:21])=[CH:19][CH:18]=[C:17]([CH3:22])[C:15]=2[N:16]=1)[CH2:9][C:10]#[CH:11]>>[CH3:22][C:17]1[C:15]2[N:16]=[C:12]([CH2:8][CH2:9][C:10]#[C:11][C:2]3[CH:7]=[CH:6][CH:5]=[CH:4][N:3]=3)[S:13][C:14]=2[C:20]([CH3:21])=[CH:19][CH:18]=1.[S:13]1[C:14]2[CH:20]=[CH:19][CH:18]=[CH:17][C:15]=2[N:16]=[CH:12]1. Procedure details: The title compound was prepared in accordance with the general method of Example 1, from 2-bromopyridine (46 mg, 0.29 mmol) and 2-but-3-ynyl-4,7-dimethyl-benzo[d]thiazole (63 mg, 0.29° mmol). The crude residue was purified by flash chromatography (CM/MeOH 99:1 to 98:2) to yield 15 mg (52 mmol, 18%) of 4,7-dimethyl-2-(4-pyridin-2-yl)but-3-ynyl)benzo[d]thiazole as a yellow solid.